Dataset: the Open Reaction Database (ORD), a public repository of structured organic reaction records. Task: describe an organic reaction: reactants, conditions, products, and yield Reactants: C(C)(C)(C)OC(=O)N1CCN(CC1)S(=O)(=O)C (N-tert-butyloxycarbonyl-N'-methanesulfonyl-piperazine), FC(C(=O)O)(F)F (trifluoroacetic acid). The solvent is C(Cl)Cl (methylene chloride). Run at time 30 minute. Product: FC(C(=O)O)(F)F.CS(=O)(=O)N1CCNCC1 (N-methanesulfonylpiperazine trifluoroacetic acid salt). RXN SMILES: C(OC([N:8]1[CH2:13][CH2:12][N:11]([S:14]([CH3:17])(=[O:16])=[O:15])[CH2:10][CH2:9]1)=O)(C)(C)C.[F:18][C:19]([F:24])([F:23])[C:20]([OH:22])=[O:21]>C(Cl)Cl>[F:18][C:19]([F:24])([F:23])[C:20]([OH:22])=[O:21].[CH3:17][S:14]([N:11]1[CH2:12][CH2:13][NH:8][CH2:9][CH2:10]1)(=[O:16])=[O:15] |f:3.4|. Procedure: N-tert-butyloxycarbonylpiperazine (1.0 g, 5.34 mmol) was dissolved in 5 mL of THF:water (1:1) and cooled in an ice bath. Triethylamine (1.45 mL, 10.68 mmol), followed by methanesulfonyl chloride (0.50 mL, 6.44 mmol) in 5 mL of ether were added, and stirred at 0° C. for 1 hour and at room temperature for 2 hours. Solvents were removed and 40 mL of ethyl acetate was added to the residue. The ethyl acetate layer was washed with brine (30 mL×3) and dried over anhydrous sodium sulfate. After filtered... The yield is 15.5%. Yields the product CS(=O)(=O)NC1=CC=C(C=C1)C(/C=C/C1=CC(=C(OC(C(=O)O)(C)C)C=C1OC)C=1SC=CC1)=O (2-{4-[3-(4-Methanesulfonylamino-phenyl)-3-oxo-E-propenyl]-5-methoxy-2-thiophen-2-yl-phenoxy}-2-methyl-propionic acid). Conditions: time 5 hour. The solvent is CN(C)C=O (DMF), CO (MeOH), O (water). The reactants are C(C)(=O)C1=CC=C(C=C1)NS(=O)(=O)C (N-(4-acetyl-phenyl)-methanesulfonamide), C(=O)C1=CC(=C(OC(C(=O)O)(C)C)C=C1OC)C=1SC=CC1 (2-(4-formyl-5-methoxy-2-thiophen-2-yl-phenoxy)-2-methyl-propionic acid), C[O-].[Li+] (lithium methoxide). As a reaction SMILES: [C:1]([C:4]1[CH:9]=[CH:8][C:7]([NH:10][S:11]([CH3:14])(=[O:13])=[O:12])=[CH:6][CH:5]=1)(=[O:3])[CH3:2].[CH:15]([C:17]1[C:29]([O:30][CH3:31])=[CH:28][C:20]([O:21][C:22]([CH3:27])([CH3:26])[C:23]([OH:25])=[O:24])=[C:19]([C:32]2[S:33][CH:34]=[CH:35][CH:36]=2)[CH:18]=1)=O.C[O-].[Li+]>CN(C=O)C.CO.O>[CH3:14][S:11]([NH:10][C:7]1[CH:6]=[CH:5][C:4]([C:1](=[O:3])/[CH:2]=[CH:15]/[C:17]2[C:29]([O:30][CH3:31])=[CH:28][C:20]([O:21][C:22]([CH3:27])([CH3:26])[C:23]([OH:25])=[O:24])=[C:19]([C:32]3[S:33][CH:34]=[CH:35][CH:36]=3)[CH:18]=2)=[CH:9][CH:8]=1)(=[O:12])=[O:13] |f:2.3|. Procedure details: A solution of N-(4-acetyl-phenyl)-methanesulfonamide (Ex-100A, 279.6 mg, 1.31 mmol) and 2-(4-formyl-5-methoxy-2-thiophen-2-yl-phenoxy)-2-methyl-propionic acid (Ex-47D, 400 mg, 1.20 mmol) in DMF (5.25 mL) and MeOH (2.25 mL) was treated with lithium methoxide (182.2 mg, 4.8 mmol) and stirred for 5 hours at room temp. under nitrogen atmosphere. The reaction mixture was diluted with water (25 mL) which was then extracted with isopropyl acetate (2×50 mL). The aqueous portion was collected and acidifi... Procedure details: In this example a solution containing 31.7 g of (3-trifluoromethylphenyl)-methoxyacetyl-acetonitrile and 24.5 g of concentrated sulfuric acid in 125 ml of acetic acid was refluxed for about 15-20 minutes. The acetic acid was then evaporated off. The residue was mixed with ethyl ether and washed with saturated aqueous sodium bicarbonate solution. The mixture was then dried over magnesium sulfate. The ethyl ether was evaporated off and the residue triturated with a mixture of petroleum ether and e... Starting materials: FC(C=1C=C(C=CC1)C(C#N)C(COC)=O)(F)F ((3-trifluoromethylphenyl)-methoxyacetyl-acetonitrile), S(O)(O)(=O)=O (sulfuric acid). Solvent: C(C)(=O)O (acetic acid). Reaction SMILES: [F:1][C:2]([F:18])([F:17])[C:3]1[CH:4]=[C:5]([CH:9]([C:12](=[O:16])[CH2:13][O:14]C)[C:10]#[N:11])[CH:6]=[CH:7][CH:8]=1.S(=O)(=O)(O)O>C(O)(=O)C>[O:16]=[C:12]1[C:9]([C:5]2[CH:6]=[CH:7][CH:8]=[C:3]([C:2]([F:18])([F:17])[F:1])[CH:4]=2)=[C:10]([NH2:11])[O:14][CH2:13]1. Yields the product O=C1COC(=C1C1=CC(=CC=C1)C(F)(F)F)N (3-Oxo-4-(3-trifluoromethylphenyl)-5-amino-2,3-dihydrofuran). Reactants: FC=1C=C(C=C(C1I)F)N1C(O[C@H](C1)CNC(C)=O)=O (N-{[(5S)-3-(3,5-difluoro-4-iodophenyl)-2-oxo-1,3-oxazolidin-5-yl]methyl}acetamide), FC=1C=C(C=CC1I)N1C(O[C@H](C1)CNC(C)=O)=O (N-{[(5S)-3-(3-fluoro-4-iodophenyl)-2-oxo-1,3-oxazolidin-5-yl]methyl}acetamide). Product: FC=1C=C(C=C(C1C1CC(NCC1)=O)F)N1C(O[C@H](C1)CNC(C)=O)=O (N-({(5S)-3-[3,5-difluoro-4-(2-oxopiperidin-4-yl)phenyl]-2-oxo-1,3-oxazolidin-5-yl}methyl)acetamide). As a reaction SMILES: [F:1][C:2]1[CH:3]=[C:4]([N:10]2[CH2:14][C@H:13]([CH2:15][NH:16][C:17](=[O:19])[CH3:18])[O:12][C:11]2=[O:20])[CH:5]=[C:6]([F:9])[C:7]=1I.FC1C=C(N2[CH2:33][C@H:32]([CH2:34][NH:35][C:36](=[O:38])[CH3:37])OC2=O)C=CC=1I>>[F:1][C:2]1[CH:3]=[C:4]([N:10]2[CH2:14][C@H:13]([CH2:15][NH:16][C:17](=[O:19])[CH3:18])[O:12][C:11]2=[O:20])[CH:5]=[C:6]([F:9])[C:7]=1[CH:33]1[CH2:32][CH2:34][NH:35][C:36](=[O:38])[CH2:37]1. Procedure details: N-({(5S)-3-[3,5-difluoro-4-(2-oxopiperidin-4-yl)phenyl]-2-oxo-1,3-oxazolidin-5-yl}methyl)acetamide is prepared as in the route described in Example 16 substituting N-{[(5S)-3-(3,5-difluoro-4-iodophenyl)-2-oxo-1,3-oxazolidin-5-yl]methyl}acetamide for 1 N-{[(5S)-3-(3-fluoro-4-iodophenyl)-2-oxo-1,3-oxazolidin-5-yl]methyl}acetamide. 1H-NMR (CDCl3) δ: 7.13, 6.09, 5.8, 4.79, 4.01, 3.74, 3.68, 3.44, 2.75, 2.62, 2.31, 2.02, 1.94 Reactants: C(C)(C)(C)OC(=O)N1[C@@H](CC(C1)=NOCC)C(=O)O ((2S,4EZ)-1-(tert-butoxycarbonyl)-4-(ethoxyimino)-2-pyrrolidinecarboxylic acid), O(C1=CC=CC=C1)C1=CC=C(C(=O)Cl)C=C1 (4-phenoxybenzoyl chloride), C(C)N1C2=CC=CC=C2C=2C=C(C=CC12)N (9-ethyl-9H-carbazol-3-amine). Yields the product C(C)ON=C1C[C@H](N(C1)C(C1=CC=C(C=C1)OC1=CC=CC=C1)=O)C(=O)NC=1C=CC=2N(C3=CC=CC=C3C2C1)CC ((2S,4EZ)-4-(ethoxyimino)-N-(9-ethyl-9H-carbazol-3-yl)-1-(4phenoxybenzoyl)-2-pyrrolidinecarboxamide). As a reaction SMILES: C(O[C:6]([N:8]1[CH2:12][C:11](=[N:13][O:14][CH2:15][CH3:16])[CH2:10][C@H:9]1[C:17]([OH:19])=O)=[O:7])(C)(C)C.[O:20]([C:27]1[CH:35]=[CH:34][C:30](C(Cl)=O)=[CH:29][CH:28]=1)[C:21]1[CH:26]=[CH:25][CH:24]=[CH:23][CH:22]=1.[CH2:36]([N:38]1[C:50]2[CH:49]=[CH:48][C:47]([NH2:51])=[CH:46][C:45]=2[C:44]2[C:39]1=[CH:40][CH:41]=[CH:42][CH:43]=2)[CH3:37]>>[CH2:15]([O:14][N:13]=[C:11]1[CH2:12][N:8]([C:6](=[O:7])[C:30]2[CH:29]=[CH:28][C:27]([O:20][C:21]3[CH:22]=[CH:23][CH:24]=[CH:25][CH:26]=3)=[CH:35][CH:34]=2)[C@H:9]([C:17]([NH:51][C:47]2[CH:48]=[CH:49][C:50]3[N:38]([CH2:36][CH3:37])[C:39]4[C:44]([C:45]=3[CH:46]=2)=[CH:43][CH:42]=[CH:41][CH:40]=4)=[O:19])[CH2:10]1)[CH3:16]. Procedure: Following the general method as outlined in Example 22, starting from (2S,4EZ)-1-(tert-butoxycarbonyl)-4-(ethoxyimino)-2-pyrrolidinecarboxylic acid, 4-phenoxybenzoyl chloride, and 9-ethyl-9H-carbazol-3-amine the title compound was obtained in 99% purity by LC/MS. MS(ESI+): m/z=561.4. Starting materials: P(Cl)(Cl)(Cl)(Cl)Cl (PCl5), P(Cl)(Cl)(Cl)(Cl)Cl (PCl5), CC1=CC=C(C(=O)CC(=O)OCC)C=C1 (ethyl 4-methylbenzoylacetate), P(Cl)(Cl)Cl (PCl3), Cl (HCl). Yields the product ClC(C(=O)Cl)=CC1=CC=C(C=C1)C (chloro-4-methylcinnamoyl chloride). RXN SMILES: P(Cl)(Cl)(Cl)(Cl)Cl.[CH3:7][C:8]1[CH:21]=[CH:20][C:11]([C:12]([CH2:14][C:15](OCC)=[O:16])=O)=[CH:10][CH:9]=1.P(Cl)(Cl)[Cl:23].[ClH:26]>>[Cl:26][C:14](=[CH:12][C:11]1[CH:20]=[CH:21][C:8]([CH3:7])=[CH:9][CH:10]=1)[C:15]([Cl:23])=[O:16]. Reported procedure: A one liter flask was fitted with a mechanical stirrer, CaCl2 drying tube, condenser and a sidearm addition funnel. 100 gms of PCl5 was placed in the flask. 39 gms of ethyl 4-methylbenzoylacetate and 100 gms of PCl3 were mixed and slowly added to the PCl5 at room temperature. The reaction mixture evolved HCl. After 30 minutes the mixture was cautiously refluxed for 2 hours. At this time PCl3 and POCl3 were distilled from the reaction mixture at reduced pressure. The residue was then distilled at... Reactants: Cl.N[C@@H]1CC[C@H](CC1)NC(=O)C1=C(NC2=C1N=CN=C2C2=C(C=C(C(=C2)OC)F)OCC2CC2)C (N-(trans-4-aminocyclohexyl)-4-[2-(cyclopropylmethoxy)-4-fluoro-5-methoxyphenyl]-6-methyl-5H-pyrrolo[3,2-d]pyrimidine-7-carboxamide hydrochloride), COCC(=O)Cl (methoxy-acetyl chloride). Yields the product C1(CC1)COC1=C(C=C(C(=C1)F)OC)C=1C2=C(N=CN1)C(=C(N2)C)C(=O)N[C@@H]2CC[C@H](CC2)NC(COC)=O (4-[2-(Cyclopropylmethoxy)-4-fluoro-5-methoxyphenyl]-N-{trans-4-[(methoxyacetyl)amino]cyclohexyl}-6-methyl-5H-pyrrolo[3,2-d]pyrimidine-7-carboxamide). As a reaction SMILES: Cl.[NH2:2][C@H:3]1[CH2:8][CH2:7][C@H:6]([NH:9][C:10]([C:12]2[C:16]3[N:17]=[CH:18][N:19]=[C:20]([C:21]4[CH:26]=[C:25]([O:27][CH3:28])[C:24]([F:29])=[CH:23][C:22]=4[O:30][CH2:31][CH:32]4[CH2:34][CH2:33]4)[C:15]=3[NH:14][C:13]=2[CH3:35])=[O:11])[CH2:5][CH2:4]1.[CH3:36][O:37][CH2:38][C:39](Cl)=[O:40]>>[CH:32]1([CH2:31][O:30][C:22]2[CH:23]=[C:24]([F:29])[C:25]([O:27][CH3:28])=[CH:26][C:21]=2[C:20]2[C:15]3[NH:14][C:13]([CH3:35])=[C:12]([C:10]([NH:9][C@H:6]4[CH2:7][CH2:8][C@H:3]([NH:2][C:39](=[O:40])[CH2:38][O:37][CH3:36])[CH2:4][CH2:5]4)=[O:11])[C:16]=3[N:17]=[CH:18][N:19]=2)[CH2:34][CH2:33]1 |f:0.1|. Procedure: Starting from N-(trans-4-aminocyclohexyl)-4-[2-(cyclopropylmethoxy)-4-fluoro-5-methoxyphenyl]-6-methyl-5H-pyrrolo[3,2-d]pyrimidine-7-carboxamide hydrochloride (example D.f36) and commercially available methoxy-acetyl chloride the title compound is obtained as colorless solid. The reactants are BrCCBr, C1CCOC1, Cc1c(Cl)cccc1Cl, [Mg], O=C1CCCCC1. The product is Cc1c(Cl)cccc1C1(O)CCCCC1. RXN SMILES: [Br:2][CH2:3][CH2:4][Br:5].[CH2:22]1[O:23][CH2:24][CH2:25][CH2:26]1.[Cl:6][c:7]1[c:8]([CH3:14])[c:9]([Cl:13])[cH:10][cH:11][cH:12]1.[Mg:1].[O:15]=[C:16]1[CH2:17][CH2:18][CH2:19][CH2:20][CH2:21]1>>[c:7]1([C:16]2([OH:15])[CH2:17][CH2:18][CH2:19][CH2:20][CH2:21]2)[c:8]([CH3:14])[c:9]([Cl:13])[cH:10][cH:11][cH:12]1. Reactants: O=C1OC(=O)C2=C1CCCC2, CC(=O)O, C#CCn1c(=O)sc2cc(F)c(N)cc21, O. Product: C#CCn1c(=O)sc2cc(F)c(N3C(=O)C4=C(CCCC4)C3=O)cc21. Reaction SMILES: [C:16]1(=[O:26])[C:17]2=[C:18]([C:19](=[O:20])[O:21]1)[CH2:22][CH2:23][CH2:24][CH2:25]2.[CH3:28][C:29](=[O:30])[OH:31].[NH2:1][c:2]1[c:3]([F:15])[cH:4][c:5]2[c:6]([n:7]([CH2:11][C:12]#[CH:13])[c:8](=[O:10])[s:9]2)[cH:14]1.[OH2:27]>>[N:1]1([c:2]2[c:3]([F:15])[cH:4][c:5]3[c:6]([n:7]([CH2:11][C:12]#[CH:13])[c:8](=[O:10])[s:9]3)[cH:14]2)[C:16](=[O:21])[C:17]2=[C:18]([C:19]1=[O:20])[CH2:22][CH2:23][CH2:24][CH2:25]2.